Dataset: the Open Reaction Database (ORD), a public repository of structured organic reaction records. Task: describe an organic reaction: reactants, conditions, products, and yield The reactants are C1(CCC1)C1=CC(=C(C(=O)OC)C=C1C#C)C (Methyl 4-cyclobutyl-5-ethynyl-2-methylbenzoate), C1(CCC1)C1=CC(=C(C(=O)OC)C=C1C#C)C (Methyl 4-cyclobutyl-5-ethynyl-2-methylbenzoate), [Si](C)(C)(C)N=[N+]=[N-] (TMSN3), CCOC(=O)C (EtOAc), O (water). Conditions: temperature 170 celsius, time 1 hour. Yields the product C1(CCC1)C1=CC(=C(C(=O)OC)C=C1C1=NNN=C1)C (Methyl 4-cyclobutyl-2-methyl-5-(2H-1,2,3-triazol-4-yl)benzoate). The yield is 49.0%. Reaction SMILES: [CH:1]1([C:5]2[C:14]([C:15]#[CH:16])=[CH:13][C:8]([C:9]([O:11][CH3:12])=[O:10])=[C:7]([CH3:17])[CH:6]=2)[CH2:4][CH2:3][CH2:2]1.CCOC(C)=O.O.[Si]([N:29]=[N+:30]=[N-:31])(C)(C)C>>[CH:1]1([C:5]2[C:14]([C:15]3[CH:16]=[N:31][NH:30][N:29]=3)=[CH:13][C:8]([C:9]([O:11][CH3:12])=[O:10])=[C:7]([CH3:17])[CH:6]=2)[CH2:2][CH2:3][CH2:4]1. Reported procedure: Methyl 4-cyclobutyl-5-ethynyl-2-methylbenzoate (compound 446.2, 180 mg, 0.69 mmol) was dissolved in TMSN3 (1 ml) in sealed tube. The reaction was heated to 170° C. for 24 hours behind a blast shield then cooled down to 0° C. EtOAc (10 ml) and water (20 ml) were added. The resulting mixture was stirred at RT for 1 hr. The organic phase was then washed with brine, dried (MgSO4), and concentrated. The residue was purified by flash chromatography (SiO2; 0-30% EtOAc in Hexane) to give 92 mg (49%) of ... The reactants are ClC1=C2N=CN(C2=NC=N1)[C@@H]1C[C@@H]([C@@H]2[C@H]1OC(O2)OCC)CO (((3aR,4R,6R,6aS)-6-(6-chloro-9H-purin-9-yl)-2-ethoxytetrahydro-3aH-cyclopenta[d][1,3]dioxol-4-yl)methanol), COC(C)(C)OC (2,2-dimethoxypropane), O.C1(=CC=C(C=C1)S(=O)(=O)O)C (p-toluenesulfonic acid monohydrate). Reaction conditions: time 20 minute. Product: ClC1=C2N=CN(C2=NC=N1)[C@@H]1C[C@@H]([C@@H]2[C@H]1OC(O2)(C)C)CO (((3aR,4R,6R,6aS)-6-(6-chloro-9H-purin-9-yl)-2,2-dimethyltetrahydro-3aH-cyclopenta[d][1,3]dioxol-4-yl)methanol). Reaction SMILES: [Cl:1][C:2]1[N:10]=[CH:9][N:8]=[C:7]2[C:3]=1[N:4]=[CH:5][N:6]2[C@H:11]1[C@@H]2OC(OCC)[O:18][C@@H:14]2[C@@H:13](CO)[CH2:12]1.[CH3:24][O:25][C:26]([O:29][CH3:30])([CH3:28])[CH3:27].O.C1(C)C=CC(S(O)(=O)=O)=CC=1>>[Cl:1][C:2]1[N:10]=[CH:9][N:8]=[C:7]2[C:3]=1[N:4]=[CH:5][N:6]2[C@H:11]1[C@@H:24]2[O:25][C:26]([CH3:28])([CH3:27])[O:29][C@@H:30]2[C@@H:13]([CH2:14][OH:18])[CH2:12]1 |f:2.3|. Reported procedure: The above crude ((3aR,4R,6R,6aS)-6-(6-chloro-9H-purin-9-yl)-2-ethoxytetrahydro-3aH-cyclopenta[d][1,3]dioxol-4-yl)methanol was taken up in 2,2-dimethoxypropane (214 mL, 1740 mmol) and treated with p-toluenesulfonic acid monohydrate (13.2 g, 69.5 mmol) to afford a brown oil partially suspended in a cloudy solution, which was stirred at rt for 1 h 20 min; HPLC/LC MS indicated complete conversion to the desired product. The reaction was quenched by the careful addition of sodium bicarbonate (8.76 g,...